From a dataset of the Open Reaction Database (ORD), a public repository of structured organic reaction records. describe an organic reaction: reactants, conditions, products, and yield The reactants are C(C)(=O)OCC (Ethyl acetate), C(C)(=O)O.C(=N)N (Formamidine acetate), C1(CC1)C1=CC(=NN1)NC1=NC(=NC=C1[N+](=O)[O-])N[C@@H](C)C1=NC=C(C=N1)F (N4-(5-cyclopropyl-1H-pyrazol-3-yl)-N2-[(1S)-1-(5-fluoropyrimidin-2-yl)ethyl]-5-nitropyrimidine-2,4-diamine), C1(CC1)C1=CC(=NN1)NC1=NC(=NC=C1[N+](=O)[O-])N[C@@H](C)C1=NC=C(C=N1)F (N4-(5-cyclopropyl-1H-pyrazol-3-yl)-N2-[(1S)-1-(5-fluoropyrimidin-2-yl)ethyl]-5-nitropyrimidine-2,4-diamine), C(C)O (ethanol). Reagents/catalysts: [Pd] (Pd—C). Run in [Cl-].[Na+].O (brine). Product: C1(CC1)C1=CC(=NN1)N1C2=NC(=NC=C2N=C1)N[C@@H](C)C1=NC=C(C=N1)F (9-(5-Cyclopropyl-1H-pyrazol-3-yl)-N-[(1S)-1-(5-fluoropyrimidin-2-yl)ethyl]-9H-purin-2-amine). As a reaction SMILES: [CH:1]1([C:4]2[NH:8][N:7]=[C:6]([NH:9][C:10]3[C:15]([N+:16]([O-])=O)=[CH:14][N:13]=[C:12]([NH:19][C@H:20]([C:22]4[N:27]=[CH:26][C:25]([F:28])=[CH:24][N:23]=4)[CH3:21])[N:11]=3)[CH:5]=2)[CH2:3][CH2:2]1.[CH2:29](O)C.C(O)(=O)C.C(N)=N.C(OCC)(=O)C>[Cl-].[Na+].O.[Pd]>[CH:1]1([C:4]2[NH:8][N:7]=[C:6]([N:9]3[CH:29]=[N:16][C:15]4[C:10]3=[N:11][C:12]([NH:19][C@H:20]([C:22]3[N:27]=[CH:26][C:25]([F:28])=[CH:24][N:23]=3)[CH3:21])=[N:13][CH:14]=4)[CH:5]=2)[CH2:3][CH2:2]1 |f:2.3,5.6.7|. Procedure: N4-(5-cyclopropyl-1H-pyrazol-3-yl)-N2-[(1S)-1-(5-fluoropyrimidin-2-yl)ethyl]-5-nitropyrimidine-2,4-diamine (Intermediate 18, 0.25 g) was dissolved into ethanol (20 mL) with Pd—C (40 mg) and a hydrogen inlet. The mixture was stirred at room temperature until no starting material was detected with TLC or LCMS. Formamidine acetate (0.5 g) was added to the filtrate after the filtration of resulting mixture. The mixture was stirred at 95° C. for 4 hours. Ethyl acetate (40 mL) was added into the resul... Reported procedure: Compound 105 was synthesized from (4-{[(2Z)-2-cyclopropyl-2-(methoxyimino)ethyl]oxy}phenyl)methanol (0.5 g, 2.12 mmol) and methyl 3-cyano-3-(4-hydroxyphenyl)propanoate (0.44 g, 2.12 mmol) by following the procedure described in scheme 5 (0.008 g, yield: 56.32%); Purity: 84.26%. Isolated yield 56.3%. Reaction SMILES: [CH:1]1(/[C:4](=[N:15]/[O:16][CH3:17])/[CH2:5][O:6][C:7]2[CH:12]=[CH:11][C:10]([CH2:13][OH:14])=[CH:9][CH:8]=2)[CH2:3][CH2:2]1.[C:18]([CH:20]([C:26]1[CH:31]=[CH:30][C:29](O)=[CH:28][CH:27]=1)[CH2:21][C:22]([O:24]C)=[O:23])#[N:19]>>[C:18]([CH:20]([C:26]1[CH:31]=[CH:30][C:29]([O:14][CH2:13][C:10]2[CH:11]=[CH:12][C:7]([O:6][CH2:5]/[C:4](/[CH:1]3[CH2:3][CH2:2]3)=[N:15]\[O:16][CH3:17])=[CH:8][CH:9]=2)=[CH:28][CH:27]=1)[CH2:21][C:22]([OH:24])=[O:23])#[N:19]. Starting materials: C1(CC1)/C(/COC1=CC=C(C=C1)CO)=N/OC ((4-{[(2Z)-2-cyclopropyl-2-(methoxyimino)ethyl]oxy}phenyl)methanol), C(#N)C(CC(=O)OC)C1=CC=C(C=C1)O (methyl 3-cyano-3-(4-hydroxyphenyl)propanoate). Product: C(#N)C(CC(=O)O)C1=CC=C(C=C1)OCC1=CC=C(C=C1)OC\C(=N/OC)\C1CC1 (3-Cyano-3-{4-[(4-{[(2Z)-2-cyclopropyl-2-(methoxyimino)ethyl]oxy}benzyl)oxy]phenyl}propanoic acid). Starting materials: C(C=C)OC1=C(C=CC(=C1)C#N)[N+](=O)[O-] (1-allyloxy-5-cyano-2-nitrobenzene), [Sn](Cl)Cl (tin (II) chloride). Run in C(C)O (ethanol). Conditions: time 8 hour. The product is C(C=C)OC1=C(N)C=CC(=C1)C#N (2-Allyloxy-4-cyanoaniline). The yield is 92.7%. Reaction SMILES: [CH2:1]([O:4][C:5]1[CH:10]=[C:9]([C:11]#[N:12])[CH:8]=[CH:7][C:6]=1[N+:13]([O-])=O)[CH:2]=[CH2:3].[Sn](Cl)Cl>C(O)C>[CH2:1]([O:4][C:5]1[CH:10]=[C:9]([C:11]#[N:12])[CH:8]=[CH:7][C:6]=1[NH2:13])[CH:2]=[CH2:3]. Procedure details: A mixture of 1-allyloxy-5-cyano-2-nitrobenzene (3.6 g, 17.46 mmol) and tin (II) chloride (19.7 g, 87.3 mmol) in ethanol (100 ml) was stirred overnight at rt. The solvent was removed under reduced pressure. The reaction mixture was partitioned between 5% NaHCO3 and ethyl acetate. The mixture was filtered to remove the tin salts and the aqueous was further extracted with ethyl acetate (×4). The combined organic phases were washed with water and brine, dried over MgSO4 Removal of solvent at reduced... Reactants: CS(=O)(=O)CC1=CC=C(C=N1)OC=1C=C2C=C(NC2=C(C1)OC1CCOCC1)C=1SC(CN1)CC(=O)O ({2-[5-({6-[(methylsulfonyl)methyl]pyridin-3-yl}oxy)-7-(tetrahydro-2H-pyran-4-yloxy)-1H-indol-2-yl]-4,5-dihydro-1,3-thiazol-5-yl}acetic acid), O.ON1N=NC2=C1C=CC=C2 (1-hydroxybenzotriazole monohydrate), Cl.C(C)N=C=NCCCN(C)C (1-ethyl-3-(3-dimethylaminopropyl)carbodiimide hydrochloride), Cl.CN (methylamine hydrochloride). Run in O (Water), CN(C=O)C (N,N-dimethylformamide), C(C)N(CC)CC (triethylamine), C(C)(=O)OCC (ethyl acetate), CCCCCC (hexane). Run at time 1 hour. Yields the product CNC(CC1CN=C(S1)C=1NC2=C(C=C(C=C2C1)OC=1C=NC(=CC1)CS(=O)(=O)C)OC1CCOCC1)=O (N-Methyl-2-{2-[5-({6-[(methylsulfonyl)methyl]pyridin-3-yl}oxy)-7-(tetrahydro-2H-pyran-4-yloxy)-1H-indol-2-yl]-4,5-dihydro-1,3-thiazol-5-yl}acetamide). Isolated yield 72.3%. RXN SMILES: [CH3:1][S:2]([CH2:5][C:6]1[N:11]=[CH:10][C:9]([O:12][C:13]2[CH:14]=[C:15]3[C:19](=[C:20]([O:22][CH:23]4[CH2:28][CH2:27][O:26][CH2:25][CH2:24]4)[CH:21]=2)[NH:18][C:17]([C:29]2[S:30][CH:31]([CH2:34][C:35]([OH:37])=O)[CH2:32][N:33]=2)=[CH:16]3)=[CH:8][CH:7]=1)(=[O:4])=[O:3].O.O[N:40]1[C:44]2C=CC=CC=2N=N1.Cl.C(N=C=NCCCN(C)C)C.Cl.CN>CN(C)C=O.CCCCCC.C(OCC)(=O)C.O.C(N(CC)CC)C>[CH3:44][NH:40][C:35](=[O:37])[CH2:34][CH:31]1[S:30][C:29]([C:17]2[NH:18][C:19]3[C:15]([CH:16]=2)=[CH:14][C:13]([O:12][C:9]2[CH:10]=[N:11][C:6]([CH2:5][S:2]([CH3:1])(=[O:4])=[O:3])=[CH:7][CH:8]=2)=[CH:21][C:20]=3[O:22][CH:23]2[CH2:24][CH2:25][O:26][CH2:27][CH2:28]2)=[N:33][CH2:32]1 |f:1.2,3.4,5.6|. Procedure details: To a solution of {2-[5-({6-[(methylsulfonyl)methyl]pyridin-3-yl}oxy)-7-(tetrahydro-2H-pyran-4-yloxy)-1H-indol-2-yl]-4,5-dihydro-1,3-thiazol-5-yl}acetic acid (200 mg) in N,N-dimethylformamide (5 mL) were added 1-hydroxybenzotriazole monohydrate (84 mg), 1-ethyl-3-(3-dimethylaminopropyl)carbodiimide hydrochloride (105 mg), methylamine hydrochloride (37 mg), and triethylamine (0.080 mL), and the mixture was stirred at room temperature for 1 hr. Water was added to the reaction mixture, and the mixtu...